From a dataset of the Open Reaction Database (ORD), a public repository of structured organic reaction records. describe an organic reaction: reactants, conditions, products, and yield Starting materials: S(=O)(=O)(O)C1=CC=C(C)C=C1.OCCCC1=CC2=C(CCO2)C=C1OCC1=CC=CC=C1 (2,3-dihydro-6-(3-hydroxypropyl)-5-benzyloxybenzofuran tosylate), lithium anilide, NC1=CC=CC=C1 (aniline), C(CCC)[Li] (n-butyllithium), CS(=O)C (Dimethyl sulfoxide). Solvent: O1CCCC1 (tetrahydrofuran), O (water). Conditions: time 1 hour. Yields the product C1(=CC=CC=C1)NCCCC1=CC2=C(CCO2)C=C1OCC1=CC=CC=C1 (N-Phenyl-3-(2,3-dihydro-5-benzyloxybenzofuran-6-yl)-propyl amine). RXN SMILES: [NH2:1][C:2]1[CH:7]=[CH:6][CH:5]=[CH:4][CH:3]=1.C([Li])CCC.S(C1C=CC(C)=CC=1)(O)(=O)=O.O[CH2:25][CH2:26][CH2:27][C:28]1[C:36]([O:37][CH2:38][C:39]2[CH:44]=[CH:43][CH:42]=[CH:41][CH:40]=2)=[CH:35][C:31]2[CH2:32][CH2:33][O:34][C:30]=2[CH:29]=1.CS(C)=O>O1CCCC1.O>[C:2]1([NH:1][CH2:25][CH2:26][CH2:27][C:28]2[C:36]([O:37][CH2:38][C:39]3[CH:40]=[CH:41][CH:42]=[CH:43][CH:44]=3)=[CH:35][C:31]3[CH2:32][CH2:33][O:34][C:30]=3[CH:29]=2)[CH:7]=[CH:6][CH:5]=[CH:4][CH:3]=1 |f:2.3|. Procedure: To a -78° solution of lithium anilide, prepared from aniline (0.217 g, 2.33 mmol) and n-butyllithium (1.6 M in hexane, 1.46 mL, 2.33 mmol), in tetrahydrofuran (2 mL) was added a solution of 8a (0.980 g, 2.23 mmol). Dimethyl sulfoxide (0.1 mL) was added and the mixture was allowed to stir at room temperature for 1 hour. The reaction mixture was poured into water and extracted with ether (2 X). The extracts were dried (MgSO4) and concentrated to afford 12. Reactants: Cl (hydrochloride), C1(=CC=CC=C1)C1(C(C1)CN1CCOCC1)C(=O)OCC (1-phenyl 1-ethoxycarbonyl 2-morpholinomethyl cyclopropane), acid chloride, N1CCCC1 (pyrrolidine). Yields the product C1(=CC=CC=C1)C1(C(C1)CN1CCOCC1)C(=O)N1CCCC1 (1-phenyl 1-pyrrolidino carbonyl 2-morpholino methyl cyclopropane). As a reaction SMILES: Cl.[C:2]1([C:8]2([C:18]([O:20]CC)=O)[CH2:10][CH:9]2[CH2:11][N:12]2[CH2:17][CH2:16][O:15][CH2:14][CH2:13]2)[CH:7]=[CH:6][CH:5]=[CH:4][CH:3]=1.[NH:23]1[CH2:27][CH2:26][CH2:25][CH2:24]1>>[C:2]1([C:8]2([C:18]([N:23]3[CH2:27][CH2:26][CH2:25][CH2:24]3)=[O:20])[CH2:10][CH:9]2[CH2:11][N:12]2[CH2:13][CH2:14][O:15][CH2:16][CH2:17]2)[CH:3]=[CH:4][CH:5]=[CH:6][CH:7]=1. Reported procedure: In a manner similar to that described in Example 1, but hydrolyzing the hydrochloride of 1-phenyl 1-ethoxycarbonyl 2-morpholinomethyl cyclopropane (Z) and then treating the intermediate acid chloride with pyrrolidine, there is obtained the product of the formula ##STR15## The reactants are CCO, CON(C)C(=O)c1ocnc1C, [Cl-], [Li]c1ccccc1, [Na+], C1CCOC1. Yields the product Cc1ncoc1C(=O)c1ccccc1. As a reaction SMILES: [CH3:20][CH2:21][OH:22].[CH3:8][O:9][N:10]([C:11](=[O:12])[c:13]1[c:14]([CH3:18])[n:15][cH:16][o:17]1)[CH3:19].[Cl-:24].[Li:1][c:2]1[cH:3][cH:4][cH:5][cH:6][cH:7]1.[Na+:23].[O:25]1[CH2:26][CH2:27][CH2:28][CH2:29]1>>[c:2]1([C:11](=[O:12])[c:13]2[c:14]([CH3:18])[n:15][cH:16][o:17]2)[cH:3][cH:4][cH:5][cH:6][cH:7]1. Starting materials: C(=O)([O-])[O-].[K+].[K+] (K2CO3), BrC=1C=C(C(=NC1)N)C=1C=NC(=CC1)OC (5-bromo-3-(6-methoxypyridin-3-yl)pyridin-2-amine), CS(=O)(=O)C1=CC=C(C=C1)B(O)O (4-(methylsulfonyl)phenyl boronic acid), Pd(PPh)3. Solvent: O1CCOCC1 (dioxane). Reaction conditions: temperature 120 celsius, time 14 hour. The product is COC1=CC=C(C=N1)C=1C(=NC=C(C1)C1=CC=C(C=C1)S(=O)(=O)C)N (3-(6-Methoxypyridin-3-yl)-5-(4-methylsulfonylphenyl) pyridin-2-amine). Yield: 105.1%. Reaction SMILES: C([O-])([O-])=O.[K+].[K+].Br[C:8]1[CH:9]=[C:10]([C:15]2[CH:16]=[N:17][C:18]([O:21][CH3:22])=[CH:19][CH:20]=2)[C:11]([NH2:14])=[N:12][CH:13]=1.[CH3:23][S:24]([C:27]1[CH:32]=[CH:31][C:30](B(O)O)=[CH:29][CH:28]=1)(=[O:26])=[O:25]>O1CCOCC1>[CH3:22][O:21][C:18]1[N:17]=[CH:16][C:15]([C:10]2[C:11]([NH2:14])=[N:12][CH:13]=[C:8]([C:30]3[CH:31]=[CH:32][C:27]([S:24]([CH3:23])(=[O:26])=[O:25])=[CH:28][CH:29]=3)[CH:9]=2)=[CH:20][CH:19]=1 |f:0.1.2|. Procedure: K2CO3 aqueous solution (1 M, 5.4 mL) was added to a suspension of 5-bromo-3-(6-methoxypyridin-3-yl)pyridin-2-amine (1.44 g, 5.14 mmol), 4-(methylsulfonyl)phenyl boronic acid (1.08 g, 5.40 mmol, 1.05 equiv.), and Pd(PPh)3 (300 mg, 5 mol %) in dioxane (15 mL) under N2. The reaction mixture was stirred at 120° C. for 14 h, poured onto H2O (50 mL) and extracted with EtOAc (3×100 mL). The combined organic layers were washed with brine, dried over anhydrous MgSO4 and concentrated in vacuo. The residue... Starting materials: COC(=O)C1(CN2CCNCC2=O)CCN(C(C)=O)CC1, CCN(C(C)C)C(C)C, O=c1c(S(=O)(=O)Cl)coc2cc(Cl)ccc12, ClCCl. The product is COC(=O)C1(CN2CCN(S(=O)(=O)c3coc4cc(Cl)ccc4c3=O)CC2=O)CCN(C(C)=O)CC1. RXN SMILES: [C:1]([CH3:2])(=[O:3])[N:4]1[CH2:5][CH2:6][C:7]([C:10](=[O:11])[O:12][CH3:13])([CH2:14][N:15]2[C:16](=[O:21])[CH2:17][NH:18][CH2:19][CH2:20]2)[CH2:8][CH2:9]1.[CH:22]([N:23]([CH:24]([CH3:25])[CH3:26])[CH2:27][CH3:28])([CH3:29])[CH3:30].[Cl:31][c:32]1[cH:33][c:34]2[c:35]([c:36](=[O:44])[c:37]([S:40](=[O:41])(=[O:42])[Cl:43])[cH:38][o:39]2)[cH:45][cH:46]1.[Cl:47][CH2:48][Cl:49]>>[C:1]([CH3:2])(=[O:3])[N:4]1[CH2:5][CH2:6][C:7]([C:10](=[O:11])[O:12][CH3:13])([CH2:14][N:15]2[C:16](=[O:21])[CH2:17][N:18]([S:40]([c:37]3[c:36](=[O:44])[c:35]4[c:34]([cH:33][c:32]([Cl:31])[cH:46][cH:45]4)[o:39][cH:38]3)(=[O:41])=[O:42])[CH2:19][CH2:20]2)[CH2:8][CH2:9]1. Starting materials: CC#N, CC(C#N)(Cn1cc2ncc(Cl)cc2n1)NC(=O)c1ccc(OC(F)(F)F)cc1, O=C1CCC(=O)N1Cl. Product: CC(C#N)(Cn1nc2cc(Cl)cnc2c1Cl)NC(=O)c1ccc(OC(F)(F)F)cc1. RXN SMILES: [CH3:38][C:39]#[N:40].[Cl:1][c:2]1[cH:3][c:4]2[c:5]([n:6][cH:7]1)[cH:8][n:9]([CH2:11][C:12]([CH3:13])([C:14]#[N:15])[NH:16][C:17]([c:18]1[cH:19][cH:20][c:21]([O:24][C:25]([F:26])([F:27])[F:28])[cH:22][cH:23]1)=[O:29])[n:10]2.[Cl:30][N:31]1[C:32](=[O:33])[CH2:34][CH2:35][C:36]1=[O:37]>>[Cl:1][c:2]1[cH:3][c:4]2[c:5]([n:6][cH:7]1)[c:8]([Cl:30])[n:9]([CH2:11][C:12]([CH3:13])([C:14]#[N:15])[NH:16][C:17]([c:18]1[cH:19][cH:20][c:21]([O:24][C:25]([F:26])([F:27])[F:28])[cH:22][cH:23]1)=[O:29])[n:10]2. Solvent: CS(=O)C (dimethyl sulfoxide). The reactants are C(#N)CC=1C=C(C(=O)OC)C=CC1 (methyl 3-(cyanomethyl)benzoate), [H-].[Na+] (sodium hydride), BrCCCBr (1,3-dibromopropane). Procedure: Using methyl 3-(cyanomethyl)benzoate (1.8 g, 10 mmol), sodium hydride (60% in oil, 1.2 g, 30 mmol), 1,3-dibromopropane (3.0 g, 15 mmol) and dimethyl sulfoxide (30 mL) as starting materials and in the same manner as in Reference Example 31, the title compound (0.91 g, 42%) was obtained as a colorless oil. As a reaction SMILES: [C:1]([CH2:3][C:4]1[CH:5]=[C:6]([CH:11]=[CH:12][CH:13]=1)[C:7]([O:9][CH3:10])=[O:8])#[N:2].[H-].[Na+].Br[CH2:17][CH2:18][CH2:19]Br>CS(C)=O>[C:1]([C:3]1([C:4]2[CH:5]=[C:6]([CH:11]=[CH:12][CH:13]=2)[C:7]([O:9][CH3:10])=[O:8])[CH2:19][CH2:18][CH2:17]1)#[N:2] |f:1.2|. The product is C(#N)C1(CCC1)C=1C=C(C(=O)OC)C=CC1 (methyl 3-(1-cyanocyclobutyl)benzoate). Isolated yield 42.3%.